From a dataset of the Open Reaction Database (ORD), a public repository of structured organic reaction records. describe an organic reaction: reactants, conditions, products, and yield The reactants are C1COCCOCCOCCOCCO1 (15-crown-5), [N-]=[N+]=[N-].[Na+] (sodium azide), C1(=CC=CC=C1)S[C@H]1[C@@H](CCCC1)O (trans-2-(phenylsulfanyl)cyclohexanol), C(C)(C)N(C(C)C)CC (N,N-diisopropylethylamine), CS(=O)(=O)Cl (methanesulfonyl chloride). The reagents and catalysts are [I-].C(CCC)[N+](CCCC)(CCCC)CCCC (tetrabutylammonium iodide). The solvent is C(C)(=O)OCC (ethyl acetate), hexanes, ClCCl (dichloromethane). Run at time 16 hour. Product: N(=[N+]=[N-])[C@H]1[C@@H](CCCC1)SC1=CC=CC=C1 (((trans-2-azidocyclohexyl)sulfanyl)benzene). As a reaction SMILES: [C:1]1([S:7][C@@H:8]2[CH2:13][CH2:12][CH2:11][CH2:10][C@H:9]2O)[CH:6]=[CH:5][CH:4]=[CH:3][CH:2]=1.C(N(CC)C(C)C)(C)C.CS(Cl)(=O)=O.C1OCCOCCOCCOCCOC1.[N-:44]=[N+:45]=[N-:46].[Na+]>ClCCl.[I-].C([N+](CCCC)(CCCC)CCCC)CCC.C(OCC)(=O)C>[N:44]([C@@H:9]1[CH2:10][CH2:11][CH2:12][CH2:13][C@H:8]1[S:7][C:1]1[CH:2]=[CH:3][CH:4]=[CH:5][CH:6]=1)=[N+:45]=[N-:46] |f:4.5,7.8|. Reported procedure: A 0° C. solution of Example 7A (1.04 g, 5.0 mmol), and N,N-diisopropylethylamine (1.1 mL, 6.5 mmol) in dichloromethane (20 mL) was treated with methanesulfonyl chloride (0.46 mL, 6.0 mmol), warmed to room temperature, stirred for 16 hours, diluted with hexanes (20 mL), filtered through a pad of silica gel (15 g) with 10% diethyl ether in hexanes, and concentrated. The concentrate was dissolved in DMF (10 mL), treated with tetrabutylammonium iodide (400 mg, 1.1 mmol), 15-crown-5 (100 mg, 0.40 mmo... The reactants are C(C)(=O)OCC (ethyl acetate), FC(C=1C=C(CNCC2=C(C=CC(=C2)C(F)(F)F)N(CC)CCCC)C=C(C1)C(F)(F)F)(F)F ({2-[(3,5-Bis-trifluoromethyl-benzylamino)-methyl]-4-trifluoromethyl-phenyl}-butyl-ethyl-amine), BrC=1C=NC(=NC1)Cl (5-bromo-2-chloropyrimidine), C(C)NC(C)(C(C)C)C(C)C (N-ethyldiisopropylethylamine). The solvent is O (water), C1(=CC=CC=C1)C (toluene). Product: FC(C=1C=C(CN(CC2=C(C=CC(=C2)C(F)(F)F)N(CC)CCCC)C2=NC=C(C=N2)Br)C=C(C1)C(F)(F)F)(F)F ((3,5-bis-trifluoromethyl-benzyl)-(5-bromo-pyrimidin-2-yl)-[2-(butyl-ethyl-amino)-5-trifluoromethyl-benzyl]-amine). The yield is 86.7%. As a reaction SMILES: [F:1][C:2]([F:34])([F:33])[C:3]1[CH:4]=[C:5]([CH:26]=[C:27]([C:29]([F:32])([F:31])[F:30])[CH:28]=1)[CH2:6][NH:7][CH2:8][C:9]1[CH:14]=[C:13]([C:15]([F:18])([F:17])[F:16])[CH:12]=[CH:11][C:10]=1[N:19]([CH2:22][CH2:23][CH2:24][CH3:25])[CH2:20][CH3:21].[Br:35][C:36]1[CH:37]=[N:38][C:39](Cl)=[N:40][CH:41]=1.C(NC(C(C)C)(C(C)C)C)C.C(OCC)(=O)C>C1(C)C=CC=CC=1.O>[F:1][C:2]([F:33])([F:34])[C:3]1[CH:4]=[C:5]([CH:26]=[C:27]([C:29]([F:32])([F:31])[F:30])[CH:28]=1)[CH2:6][N:7]([C:39]1[N:40]=[CH:41][C:36]([Br:35])=[CH:37][N:38]=1)[CH2:8][C:9]1[CH:14]=[C:13]([C:15]([F:17])([F:16])[F:18])[CH:12]=[CH:11][C:10]=1[N:19]([CH2:22][CH2:23][CH2:24][CH3:25])[CH2:20][CH3:21]. Procedure details: {2-[(3,5-Bis-trifluoromethyl-benzylamino)-methyl]-4-trifluoromethyl-phenyl}-butyl-ethyl-amine (4.6 g), 5-bromo-2-chloropyrimidine (3.56 g) and N-ethyldiisopropylethylamine (4.8 ml) are dissolved in toluene (100 ml) and the mixture is heated under reflux overnight. The reaction solution is cooled to room temperature, and thereto are added ethyl acetate and water, and the mixture is separated and the organic layer is washed with a saturated brine, dried over magnesium sulfate and concentrated unde... Reactants: CC(O)C(=O)OC(C)(C)C, CCOC(=O)C(Cc1ccc(O)cc1)OCC, C1CCOC1, CC(C)OC(=O)N=NC(=O)OC(C)C, c1ccc(P(c2ccccc2)c2ccccc2)cc1. Yields the product CCOC(=O)C(Cc1ccc(OC(C)C(=O)OC(C)(C)C)cc1)OCC. As a reaction SMILES: [C:1]([CH3:2])([CH3:3])([CH3:4])[O:5][C:6]([CH:7]([CH3:8])[OH:9])=[O:10].[CH2:11]([CH3:12])[O:13][C:14]([CH:15]([CH2:16][c:17]1[cH:18][cH:19][c:20]([OH:23])[cH:21][cH:22]1)[O:24][CH2:25][CH3:26])=[O:27].[CH2:61]1[O:62][CH2:63][CH2:64][CH2:65]1.[O:47]=[C:48]([O:49][CH:50]([CH3:51])[CH3:52])[N:53]=[N:54][C:55]([O:56][CH:57]([CH3:58])[CH3:59])=[O:60].[c:28]1([P:29]([c:30]2[cH:31][cH:32][cH:33][cH:34][cH:35]2)[c:36]2[cH:37][cH:38][cH:39][cH:40][cH:41]2)[cH:42][cH:43][cH:44][cH:45][cH:46]1>>[C:1]([CH3:2])([CH3:3])([CH3:4])[O:5][C:6]([CH:7]([CH3:8])[O:9][c:20]1[cH:19][cH:18][c:17]([CH2:16][CH:15]([C:14]([O:13][CH2:11][CH3:12])=[O:27])[O:24][CH2:25][CH3:26])[cH:22][cH:21]1)=[O:10].